From a dataset of the Open Reaction Database (ORD), a public repository of structured organic reaction records. describe an organic reaction: reactants, conditions, products, and yield Reactants: CC1(OC(C(C(O1)=O)=CNC1=CC(CC(C1)C1=CC=CC=C1)=O)=O)C (2,2-dimethyl-5-[(3-oxo-5-phenyl-1-cyclohexenylamino)methylene]-[1,3]dioxane-4,6-dione). Run in C1(=CC=CC=C1)OC1=CC=CC=C1 (diphenylether). Yields the product C1(=CC=CC=C1)C1CC(C=2C(C=CNC2C1)=O)=O (7-phenyl-1,4,5,6,7,8-hexahydroquinoline-4,5-dione). The yield is 72.8%. As a reaction SMILES: CC1(C)O[C:6](=[O:8])[C:5](=[CH:9][NH:10][C:11]2[CH2:16][CH:15]([C:17]3[CH:22]=[CH:21][CH:20]=[CH:19][CH:18]=3)[CH2:14][C:13](=[O:23])[CH:12]=2)C(=O)O1>C1(OC2C=CC=CC=2)C=CC=CC=1>[C:17]1([CH:15]2[CH2:16][C:11]3[NH:10][CH:9]=[CH:5][C:6](=[O:8])[C:12]=3[C:13](=[O:23])[CH2:14]2)[CH:18]=[CH:19][CH:20]=[CH:21][CH:22]=1. Procedure details: A solution of 2,2-dimethyl-5-[(3-oxo-5-phenyl-1-cyclohexenylamino)methylene]-[1,3]dioxane-4,6-dione (1.0 g) in diphenylether (15 ml) was stirred at 260-280° C. for 30 minutes. Under reduced pressure, the solvent was evaporated, and the resulting crystals were washed with petroleum ether. The crystals were recrystallized from ethanol to give crystals of 7-phenyl-1,4,5,6,7,8-hexahydroquinoline-4,5-dione (0.51 g). Starting materials: FC(C(=O)NCC=1N(C=CC1)C=1C=C(C=CC1)C=1NC2=C(N1)C=CC=C2C(=O)N)(F)F (2-(3-(2-Trifluoroacetamidomethylpyrrol-1-yl)phenyl)benzimidazole-4-carboxamide), [OH-].[Li+] (lithium hydroxide). Run in O (water), O (water). Reaction conditions: time 90 minute. The product is NCC=1N(C=CC1)C=1C=C(C=CC1)C=1NC2=C(N1)C=CC=C2C(=O)N (2-(3-(2-Aminomethylpyrrol-1-yl)phenyl)benzimidazole-4-carboxamide). RXN SMILES: FC(F)(F)C([NH:5][CH2:6][C:7]1[N:8]([C:12]2[CH:13]=[C:14]([C:18]3[NH:19][C:20]4[C:26]([C:27]([NH2:29])=[O:28])=[CH:25][CH:24]=[CH:23][C:21]=4[N:22]=3)[CH:15]=[CH:16][CH:17]=2)[CH:9]=[CH:10][CH:11]=1)=O.[OH-].[Li+]>O>[NH2:5][CH2:6][C:7]1[N:8]([C:12]2[CH:13]=[C:14]([C:18]3[NH:19][C:20]4[C:26]([C:27]([NH2:29])=[O:28])=[CH:25][CH:24]=[CH:23][C:21]=4[N:22]=3)[CH:15]=[CH:16][CH:17]=2)[CH:9]=[CH:10][CH:11]=1 |f:1.2|. Procedure: 1.0 g (2.3 mmol) of the compound from Example 32 was dissolved in 100 ml of water and admixed with 0.56 g (23.4 mmol) of lithium hydroxide, dissolved in 20 ml of water. The entire mixture was stirred at room temperature for 90 minutes. The organic solvent was subsequently removed under reduced pressure and the resulting aqueous phase was neutralized carefully using dilute hydrochloric acid. The resulting precipitate was filtered off with suction. This gave 0.55 g of the product. The reactants are CCOC(=O)C(Nc1ccc(C#N)cc1)c1cc(OCC)cc(O)c1F, C1CCOC1, CCOC(=O)N=NC(=O)OCC, OC1CCOC1, c1ccc(P(c2ccccc2)c2ccccc2)cc1. Product: CCOC(=O)C(Nc1ccc(C#N)cc1)c1cc(OCC)cc(OC2CCOC2)c1F. RXN SMILES: [CH2:1]([CH3:2])[O:3][C:4]([CH:5]([c:6]1[c:7]([F:16])[c:8]([OH:15])[cH:9][c:10]([O:12][CH2:13][CH3:14])[cH:11]1)[NH:17][c:18]1[cH:19][cH:20][c:21]([C:24]#[N:25])[cH:22][cH:23]1)=[O:26].[CH2:64]1[O:65][CH2:66][CH2:67][CH2:68]1.[O:52]=[C:53]([O:54][CH2:55][CH3:56])[N:57]=[N:58][C:59]([O:60][CH2:61][CH3:62])=[O:63].[OH:27][CH:28]1[CH2:29][O:30][CH2:31][CH2:32]1.[c:33]1([P:34]([c:35]2[cH:36][cH:37][cH:38][cH:39][cH:40]2)[c:41]2[cH:42][cH:43][cH:44][cH:45][cH:46]2)[cH:47][cH:48][cH:49][cH:50][cH:51]1>>[CH2:1]([CH3:2])[O:3][C:4]([CH:5]([c:6]1[c:7]([F:16])[c:8]([O:15][CH:28]2[CH2:29][O:30][CH2:31][CH2:32]2)[cH:9][c:10]([O:12][CH2:13][CH3:14])[cH:11]1)[NH:17][c:18]1[cH:19][cH:20][c:21]([C:24]#[N:25])[cH:22][cH:23]1)=[O:26]. Reaction conditions: temperature 90 celsius, time 4 hour. Starting materials: C=O (paraformaldehyde), OCCCNCCCO (di-(3-hydroxypropyl) amine), amine, C=O (Paraformaldehyde). Run in C1(=CC=CC=C1)C (toluene). RXN SMILES: [OH:1][CH2:2][CH2:3][CH2:4][NH:5][CH2:6][CH2:7][CH2:8][OH:9].[CH2:10]=O>C1(C)C=CC=CC=1>[OH:1][CH2:2][CH2:3][CH2:4][N:5]1[CH2:6][CH2:7][CH2:8][O:9][CH2:10]1. Product: OCCCN1COCCC1 (3-(γ-hydroxypropyl)tetrahydro-1,3-oxazine). Procedure details: To a glass reaction vessel equipped with stirrer, thermometer, and condenser fitted with a water trap is added di-(3-hydroxypropyl) amine (3.0 mole, 399 g.) and toluene (500 g.). Paraformaldehyde (3.15 mole, 90% pure, 105 g.) is weighed out and about 1/3 is added to the amine solution. The resulting mixture is stirred and heated to 90° C. while slowly adding the remaining paraformaldehyde in about 70 minutes. The reaction is heated to reflux and the water separated. After 4 hours, a total of 63 ...